The task is: describe an organic reaction: reactants, conditions, products, and yield. This data is from the Open Reaction Database (ORD), a public repository of structured organic reaction records. The reactants are CCCc1c(-c2nc(-c3ccc(C(O)CBr)cc3)no2)noc1-c1ccccc1, CC(C)(C)OC(=O)N1CCCC(C(=O)O)C1, C1CCC2=NCCCN2CC1, ClCCl, O=C(O)C(F)(F)F. The product is CCCc1c(-c2nc(-c3ccc(C(O)CN4CCCC(C(=O)O)C4)cc3)no2)noc1-c1ccccc1. Reaction SMILES: [Br:38][CH2:39][CH:40]([OH:41])[c:42]1[cH:43][cH:44][c:45](-[c:48]2[n:49][o:50][c:51](-[c:53]3[n:54][o:55][c:56](-[c:61]4[cH:62][cH:63][cH:64][cH:65][cH:66]4)[c:57]3[CH2:58][CH2:59][CH3:60])[n:52]2)[cH:46][cH:47]1.[C:1]([O:2][C:6](=[O:3])[N:8]1[CH2:9][CH:10]([C:14](=[O:15])[OH:16])[CH2:11][CH2:12][CH2:13]1)([CH3:4])([CH3:5])[CH3:7].[CH2:27]1[CH2:28][CH2:29][C:30]2=[N:35][CH2:34][CH2:33][CH2:32][N:31]2[CH2:36][CH2:37]1.[Cl:24][CH2:25][Cl:26].[F:17][C:18]([F:19])([F:20])[C:21]([OH:22])=[O:23]>>[CH2:6]([N:8]1[CH2:9][CH:10]([C:14](=[O:15])[OH:16])[CH2:11][CH2:12][CH2:13]1)[CH:40]([OH:41])[c:42]1[cH:43][cH:44][c:45](-[c:48]2[n:49][o:50][c:51](-[c:53]3[n:54][o:55][c:56](-[c:61]4[cH:62][cH:63][cH:64][cH:65][cH:66]4)[c:57]3[CH2:58][CH2:59][CH3:60])[n:52]2)[cH:46][cH:47]1. RXN SMILES: [Cl:39][CH2:40][Cl:41].[ClH:38].[NH:17]1[CH2:18][CH:19]([NH:21][C:22](=[O:23])[CH2:24][NH:25][C:26]([c:27]2[cH:28][c:29]([C:33]([F:34])([F:35])[F:36])[cH:30][cH:31][cH:32]2)=[O:37])[CH2:20]1.[OH:1][C:2]1([c:9]2[cH:10][n:11][c:12]([O:15][CH3:16])[cH:13][cH:14]2)[CH2:3][CH2:4][C:5](=[O:8])[CH2:6][CH2:7]1>>[OH:1][C:2]1([c:9]2[cH:10][n:11][c:12]([O:15][CH3:16])[cH:13][cH:14]2)[CH2:3][CH2:4][CH:5]([N:17]2[CH2:18][CH:19]([NH:21][C:22](=[O:23])[CH2:24][NH:25][C:26]([c:27]3[cH:28][c:29]([C:33]([F:34])([F:35])[F:36])[cH:30][cH:31][cH:32]3)=[O:37])[CH2:20]2)[CH2:6][CH2:7]1. Yields the product COc1ccc(C2(O)CCC(N3CC(NC(=O)CNC(=O)c4cccc(C(F)(F)F)c4)C3)CC2)cn1. The reactants are ClCCl, Cl, O=C(CNC(=O)c1cccc(C(F)(F)F)c1)NC1CNC1, COc1ccc(C2(O)CCC(=O)CC2)cn1.